From a dataset of the Open Reaction Database (ORD), a public repository of structured organic reaction records. describe an organic reaction: reactants, conditions, products, and yield Starting materials: CCOC(C)=O, O=[N+]([O-])c1ccc(Sc2cccc3ccccc23)cc1. The product is Nc1ccc(Sc2cccc3ccccc23)cc1. Reaction SMILES: [CH3:21][CH2:22][O:23][C:24](=[O:25])[CH3:26].[N+:1]([O-:2])(=[O:3])[c:4]1[cH:5][cH:6][c:7]([S:10][c:11]2[cH:12][cH:13][cH:14][c:15]3[cH:16][cH:17][cH:18][cH:19][c:20]23)[cH:8][cH:9]1>>[NH2:1][c:4]1[cH:5][cH:6][c:7]([S:10][c:11]2[cH:12][cH:13][cH:14][c:15]3[cH:16][cH:17][cH:18][cH:19][c:20]23)[cH:8][cH:9]1. Reactants: ClCCl, COc1cc(C)c(S(=O)(=O)N2CCCCC2CCCS(=O)(=O)Cl)c(C)c1, CCN(C(C)C)C(C)C, c1cc(N2CCC3(CCNCC3)CC2)ccn1. Product: COc1cc(C)c(S(=O)(=O)N2CCCCC2CCCS(=O)(=O)N2CCC3(CCN(c4ccncc4)CC3)CC2)c(C)c1. As a reaction SMILES: [CH2:53]([Cl:54])[Cl:55].[CH3:1][O:2][c:3]1[cH:4][c:5]([CH3:26])[c:6]([S:10](=[O:11])(=[O:12])[N:13]2[CH:14]([CH2:19][CH2:20][CH2:21][S:22](=[O:23])(=[O:24])[Cl:25])[CH2:15][CH2:16][CH2:17][CH2:18]2)[c:7]([CH3:9])[cH:8]1.[CH:44]([N:45]([CH2:46][CH3:47])[CH:48]([CH3:49])[CH3:50])([CH3:51])[CH3:52].[n:27]1[cH:28][cH:29][c:30]([N:33]2[CH2:34][CH2:35][C:36]3([CH2:37][CH2:38]2)[CH2:39][CH2:40][NH:41][CH2:42][CH2:43]3)[cH:31][cH:32]1>>[CH3:1][O:2][c:3]1[cH:4][c:5]([CH3:26])[c:6]([S:10](=[O:11])(=[O:12])[N:13]2[CH:14]([CH2:19][CH2:20][CH2:21][S:22](=[O:23])(=[O:24])[N:41]3[CH2:40][CH2:39][C:36]4([CH2:35][CH2:34][N:33]([c:30]5[cH:29][cH:28][n:27][cH:32][cH:31]5)[CH2:38][CH2:37]4)[CH2:43][CH2:42]3)[CH2:15][CH2:16][CH2:17][CH2:18]2)[c:7]([CH3:9])[cH:8]1. Reactants: [Na] (sodium), C(CCC)O (n-butanol), COC(CN1C(C2=CC=C(C=C2C1=O)OC1=C(C=CC=C1C)C)=O)=O ([5-(2,6-dimethyl-phenoxy)-1,3-dioxo-1,3-dihydro-isoindol-2-yl]-acetic acid methyl ester). Run at time 3 hour. Yields the product C(CCC)OC(=O)C=1N=C(C2=CC(=CC=C2C1O)OC1CCCCC1)O (7-cyclohexyloxy-1,4-dihydroxy-isoquinoline-3-carboxylic acid butyl ester). RXN SMILES: [Na].[CH3:2][O:3][C:4](=[O:26])[CH2:5][N:6]1[C:14](=[O:15])[C:13]2[C:8](=[CH:9][CH:10]=[C:11]([O:16][C:17]3[C:22](C)=[CH:21][CH:20]=[CH:19][C:18]=3C)[CH:12]=2)[C:7]1=[O:25].[CH2:27](O)[CH2:28][CH2:29]C>>[CH2:2]([O:3][C:4]([C:5]1[N:6]=[C:14]([OH:15])[C:13]2[C:8]([C:7]=1[OH:25])=[CH:9][CH:10]=[C:11]([O:16][CH:17]1[CH2:18][CH2:19][CH2:20][CH2:21][CH2:22]1)[CH:12]=2)=[O:26])[CH2:27][CH2:28][CH3:29] |^1:0|. Procedure details: 0.79 g of sodium (34 mmol) were dissolved in 100 ml of n-butanol with stirring. Then the temperature was raised to 95° C. to 100° C., 5.70 g of [5-(2,6-dimethyl-phenoxy)-1,3-dioxo-1,3-dihydro-isoindol-2-yl]-acetic acid methyl ester (16.8 mmol) were added in one portion and stirring was continued at 95° C. to 100° C. for 3 h. Subsequently, the solvent was evaporated in vacuo, 25 ml of aqueous 2N HCl and 100 ml of ethyl acetate were added and the mixture was stirred vigorously for 30 min before it... Starting materials: CCO, COc1ccc2c(c1)C13CCN(CC4CC4)C(C2)C1(O)CCC(=O)C3, Cl, Cl. Product: Cl, COc1ccc2c(c1)C13CCNC(C2)C1(O)CCC(=O)C3. RXN SMILES: [CH3:28][CH2:29][OH:30].[CH:2]1([CH2:3][N:6]2[CH:7]3[C:8]4([OH:26])[CH2:9][CH2:10][C:11](=[O:25])[CH2:12][C:13]4([c:14]4[cH:15][c:16]([O:21][CH3:22])[cH:17][cH:18][c:19]4[CH2:20]3)[CH2:23][CH2:24]2)[CH2:4][CH2:5]1.[ClH:1].[ClH:27]>>[ClH:1].[NH:6]1[CH:7]2[C:8]3([OH:26])[CH2:9][CH2:10][C:11](=[O:25])[CH2:12][C:13]3([c:14]3[cH:15][c:16]([O:21][CH3:22])[cH:17][cH:18][c:19]3[CH2:20]2)[CH2:23][CH2:24]1.